Dataset: the Open Reaction Database (ORD), a public repository of structured organic reaction records. Task: describe an organic reaction: reactants, conditions, products, and yield Reactants: O=C(OC1CCOC1)ON1C(=O)CCC1=O, CC#N, CCN(C(C)C)C(C)C, NC(Cc1ccccc1)C(O)CC(OC1CCCC1)S(=O)(=O)c1ccc2nccnc2c1. The product is O=C(NC(Cc1ccccc1)C(O)CC(OC1CCCC1)S(=O)(=O)c1ccc2nccnc2c1)OC1CCOC1. RXN SMILES: [C:33]([O:34][N:36]1[C:37](=[O:38])[CH2:39][CH2:40][C:41]1=[O:48])(=[O:35])[O:42][CH:43]1[CH2:44][O:45][CH2:46][CH2:47]1.[CH3:58][C:59]#[N:60].[CH:49]([N:50]([CH2:51][CH3:52])[CH:53]([CH3:54])[CH3:55])([CH3:56])[CH3:57].[NH2:1][CH:2]([CH:3]([CH2:4][CH:5]([S:6](=[O:7])(=[O:8])[c:9]1[cH:10][c:11]2[n:12][cH:13][cH:14][n:15][c:16]2[cH:17][cH:18]1)[O:19][CH:20]1[CH2:21][CH2:22][CH2:23][CH2:24]1)[OH:25])[CH2:26][c:27]1[cH:28][cH:29][cH:30][cH:31][cH:32]1>>[NH:1]([CH:2]([CH:3]([CH2:4][CH:5]([S:6](=[O:7])(=[O:8])[c:9]1[cH:10][c:11]2[n:12][cH:13][cH:14][n:15][c:16]2[cH:17][cH:18]1)[O:19][CH:20]1[CH2:21][CH2:22][CH2:23][CH2:24]1)[OH:25])[CH2:26][c:27]1[cH:28][cH:29][cH:30][cH:31][cH:32]1)[C:33](=[O:34])[O:42][CH:43]1[CH2:44][O:45][CH2:46][CH2:47]1.